The task is: describe an organic reaction: reactants, conditions, products, and yield. This data is from the Open Reaction Database (ORD), a public repository of structured organic reaction records. Starting materials: BrC=1C(=CC=C2C(N(C(=NC12)NC1(CCC1)C)C)=O)F (8-bromo-7-fluoro-3-methyl-2-((1-methylcyclobutyl)amino)-quinazolin-4(3H)-one), C[C@H]1NC(C2=C1NC(=C2)B2OC(C(O2)(C)C)(C)C)=O ((R)-6-methyl-2-(4,4,5,5-tetramethyl-1,3,2-dioxaborolan-2-yl)-5,6-dihydropyrrolo[3,4-b]pyrrol-4(1H)-one), bis(di-tert-butyl(4-dimethylaminophenyl)phosphine) dichloropalladium (II), P(=O)([O-])([O-])[O-].[K+].[K+].[K+] (potassium phosphate), O (water). Run in O1CCOCC1 (1,4-dioxane). Conditions: temperature 80 celsius. Yields the product FC1=CC=C2C(N(C(=NC2=C1C1=CC2=C(N1)[C@H](NC2=O)C)NC2(CCC2)C)C)=O (7-fluoro-3-methyl-2-((1-methylcyclobutyl)amino)-8-((6R)-6-methyl-4-oxo-1,4,5,6-tetrahydropyrrolo[3,4-b]pyrrol-2-yl)-4(3H)-quinazolinone). The yield is 17.3%. Reaction SMILES: Br[C:2]1[C:3]([F:20])=[CH:4][CH:5]=[C:6]2[C:11]=1[N:10]=[C:9]([NH:12][C:13]1([CH3:17])[CH2:16][CH2:15][CH2:14]1)[N:8]([CH3:18])[C:7]2=[O:19].[CH3:21][C@@H:22]1[C:26]2[NH:27][C:28](B3OC(C)(C)C(C)(C)O3)=[CH:29][C:25]=2[C:24](=[O:39])[NH:23]1.P([O-])([O-])([O-])=O.[K+].[K+].[K+].O>O1CCOCC1>[F:20][C:3]1[C:2]([C:28]2[NH:27][C:26]3[C@@H:22]([CH3:21])[NH:23][C:24](=[O:39])[C:25]=3[CH:29]=2)=[C:11]2[C:6]([C:7](=[O:19])[N:8]([CH3:18])[C:9]([NH:12][C:13]3([CH3:17])[CH2:16][CH2:15][CH2:14]3)=[N:10]2)=[CH:5][CH:4]=1 |f:2.3.4.5|. Procedure details: A mixture of 8-bromo-7-fluoro-3-methyl-2-((1-methylcyclobutyl)amino)quinazolin-4(3H)-one (502a, 120 mg, 0.353 mmol), (R)-6-methyl-2-(4,4,5,5-tetramethyl-1,3,2-dioxaborolan-2-yl)-5,6-dihydropyrrolo[3,4-b]pyrrol-4(1H)-one (705, 237 mg, 0.705 mmol), bis(di-tert-butyl(4-dimethylaminophenyl)phosphine)-dichloropalladium (II) (12.49 mg, 0.018 mmol), and potassium phosphate (225 mg, 1.058 mmol) in 1,4-dioxane (2.82 mL)/water (0.70 mL) was sparged with nitrogen for 3 min at RT; the red reaction mixture w...